Dataset: the Open Reaction Database (ORD), a public repository of structured organic reaction records. Task: describe an organic reaction: reactants, conditions, products, and yield The reactants are C(C(=O)O)(=O)O (oxalic acid), C(C)(C)(C)OC(NCCCCSC1=CC(=CC=C1)C(OC1CCN(CC1)C)C=1SC2=C(N1)C=CC=C2)=O ((4-{3-[Benzothiazol-2-yl-(1-methyl-piperidin-4-yloxy)-methyl]-phenylsulfanyl}-butyl)-carbamic acid tert-butyl ester), FC(C(=O)O)(F)F (trifluoroacetic acid). The solvent is CC(=O)C (acetone), ClCCl (dichloromethane). Reaction conditions: time 1 hour. Product: S1C(=NC2=C1C=CC=C2)C(C=2C=C(C=CC2)SCCCCN)OC2CCN(CC2)C (4-{3-[benzothiazol-2-yl(1-methylpiperidin-4-yloxy)methyl]phenylsulfanyl}butylamine), C(C(=O)[O-])(=O)[O-] (oxalate). Reaction SMILES: C(OC(=O)[NH:7][CH2:8][CH2:9][CH2:10][CH2:11][S:12][C:13]1[CH:18]=[CH:17][CH:16]=[C:15]([CH:19]([C:28]2[S:29][C:30]3[CH:36]=[CH:35][CH:34]=[CH:33][C:31]=3[N:32]=2)[O:20][CH:21]2[CH2:26][CH2:25][N:24]([CH3:27])[CH2:23][CH2:22]2)[CH:14]=1)(C)(C)C.FC(F)(F)C(O)=O.[C:45]([OH:50])(=[O:49])[C:46]([OH:48])=[O:47]>ClCCl.CC(C)=O>[S:29]1[C:30]2[CH:36]=[CH:35][CH:34]=[CH:33][C:31]=2[N:32]=[C:28]1[CH:19]([O:20][CH:21]1[CH2:22][CH2:23][N:24]([CH3:27])[CH2:25][CH2:26]1)[C:15]1[CH:14]=[C:13]([S:12][CH2:11][CH2:10][CH2:9][CH2:8][NH2:7])[CH:18]=[CH:17][CH:16]=1.[C:45]([O-:50])(=[O:49])[C:46]([O-:48])=[O:47]. Reported procedure: (4-{3-[Benzothiazol-2-yl-(1-methyl-piperidin-4-yloxy)-methyl]-phenylsulfanyl}-butyl)-carbamic acid tert-butyl ester (140 mg) is dissolved in dichloromethane (1 mL) and trifluoroacetic acid (0.4 mL) is added. The reaction mixture is stirred at room temperature for 1 hour. The mixture is evaporated to dryness. The residue is basified by adding a solution of saturated sodium carbonate to pH 10 and the aqueous phase is extracted with dichloromethane. The pooled organic extracts are dried over magnes... Starting materials: BrC1=C(OC2CCN(CC2)C2=NOC(=N2)C2=CN(C=C2)CC(=O)OCC)C=C(C=C1)F (ethyl (3-{3-[4-(2-bromo-5-fluorophenoxy)piperidin-1-yl]-1,2,4-oxadiazol-5-yl}-1H-pyrrol-1-yl)acetate), [OH-].[Na+] (NaOH). Run in C1CCOC1 (THF), CO (MeOH). Run at time 10 minute. The product is BrC1=C(OC2CCN(CC2)C2=NOC(=N2)C2=CN(C=C2)CC(=O)O)C=C(C=C1)F ((3-{3-[4-(2-Bromo-5-fluorophenoxy)piperidin-1-yl]-1,2,4-oxadiazol-5-yl}-1H-pyrrol-1-yl)acetic acid). RXN SMILES: [Br:1][C:2]1[CH:30]=[CH:29][C:28]([F:31])=[CH:27][C:3]=1[O:4][CH:5]1[CH2:10][CH2:9][N:8]([C:11]2[N:15]=[C:14]([C:16]3[CH:20]=[CH:19][N:18]([CH2:21][C:22]([O:24]CC)=[O:23])[CH:17]=3)[O:13][N:12]=2)[CH2:7][CH2:6]1.[OH-].[Na+]>C1COCC1.CO>[Br:1][C:2]1[CH:30]=[CH:29][C:28]([F:31])=[CH:27][C:3]=1[O:4][CH:5]1[CH2:10][CH2:9][N:8]([C:11]2[N:15]=[C:14]([C:16]3[CH:20]=[CH:19][N:18]([CH2:21][C:22]([OH:24])=[O:23])[CH:17]=3)[O:13][N:12]=2)[CH2:7][CH2:6]1 |f:1.2|. Procedure: To a solution of ethyl (3-{3-[4-(2-bromo-5-fluorophenoxy)piperidin-1-yl]-1,2,4-oxadiazol-5-yl}-1H-pyrrol-1-yl)acetate (35 mg, 0.071 mmol) in THF (236 μL) and MeOH (118 μL) was added 1N NaOH (142 μL, 0.142 mmol). The mixture was stirred at RT for 10 min. The THF and MeOH were removed by evaporation under diminished pressure and the aqueous layer was washed with Et2O (2×2 mL). The aqueous layer was acidified to pH 1 with 1N HCl and extracted with EtOAc (3×2 mL). The combined organic fractions were... The reactants are [Si](C)(C)(C(C)(C)C)N1[C@@H](CC1=O)C(=O)O ((S)-1-t-butyldimethylsilyl-4-oxo-2-azetidinecarboxylic acid), C(C1=CC=CC=C1)Br (benzyl bromide), C(CC(O)(C(=O)O)CC(=O)O)(=O)O (citric acid), C(CCC)[Li] (n-butyl lithium), C(C)(C)NC(C)C (diisopropylamine). Run in C1CCOC1 (THF), CCOCC (Ether), C1CCOC1 (THF), CCCCCC (n-hexane). Run at temperature 0 celsius, time 10 minute. Yields the product [Si](C)(C)(C(C)(C)C)N1[C@@H]([C@H](C1=O)CC1=CC=CC=C1)C(=O)O ((2S,3R)-1-t-butyldimethylsilyl-3-benzyl-4-oxo-2-azetidinecarboxylic acid). The yield is 67.0%. Reaction SMILES: C(NC(C)C)(C)C.C([Li])CCC.[Si:13]([N:20]1[C:23](=[O:24])[CH2:22][C@H:21]1[C:25]([OH:27])=[O:26])([C:16]([CH3:19])([CH3:18])[CH3:17])([CH3:15])[CH3:14].[CH2:28](Br)[C:29]1[CH:34]=[CH:33][CH:32]=[CH:31][CH:30]=1.C(O)(=O)CC(CC(O)=O)(C(O)=O)O>C1COCC1.CCOCC.CCCCCC>[Si:13]([N:20]1[C:23](=[O:24])[C@H:22]([CH2:28][C:29]2[CH:34]=[CH:33][CH:32]=[CH:31][CH:30]=2)[C@H:21]1[C:25]([OH:27])=[O:26])([C:16]([CH3:19])([CH3:18])[CH3:17])([CH3:15])[CH3:14]. Reported procedure: In 6 ml of THF was dissolved 836.3 mg of diisopropylamine and the solution was cooled to 0° C. in a nitrogen atmosphere. To the solution was gradually added 5.2 ml of a n-hexane solution containing 530 mg of n-butyl lithium at 0° C. The mixture was stirred for 10 minutes at the same temperature. Then, a solution of 920 mg of (S)-1-t-butyldimethylsilyl-4-oxo-2-azetidinecarboxylic acid (1) in 8 ml of dry THF was added to the mixture at 0° C. followed by stirring at room temperature for 30 minutes.... Starting materials: BrC1=C2C(=NC=C1)N(C=C2)COCC[Si](C)(C)C (4-Bromo-1-[2-(trimethylsilyl)ethoxy]methyl-1H-pyrrolo[2,3-b]pyridine), C(C)O (ethanol), C(C1=CC=CC=C1)N1N=CC(=C1)B1OC(C(O1)(C)C)(C)C (1-benzyl-4-(4,4,5,5-tetramethyl-1,3,2-dioxaborolan-2-yl)-1H-pyrazole), C1(=CC=CC=C1)C (toluene), C([O-])([O-])=O.[K+].[K+] (Potassium carbonate), O (water). Reagents/catalysts: C=1C=CC(=CC1)[P](C=2C=CC=CC2)(C=3C=CC=CC3)[Pd]([P](C=4C=CC=CC4)(C=5C=CC=CC5)C=6C=CC=CC6)([P](C=7C=CC=CC7)(C=8C=CC=CC8)C=9C=CC=CC9)[P](C=1C=CC=CC1)(C=1C=CC=CC1)C=1C=CC=CC1 (Tetrakis(triphenylphosphine)palladium(0)). Conditions: temperature 100 celsius. Product: C(C1=CC=CC=C1)N1N=CC(=C1)C1=C2C(=NC=C1)N(C=C2)COCC[Si](C)(C)C (4-(1-benzyl-1H-pyrazol-4-yl)-1-[2-(trimethylsilyl)ethoxy]methyl-1H-pyrrolo[2,3-b]pyridine). Isolated yield 74.3%. Reaction SMILES: Br[C:2]1[CH:7]=[CH:6][N:5]=[C:4]2[N:8]([CH2:11][O:12][CH2:13][CH2:14][Si:15]([CH3:18])([CH3:17])[CH3:16])[CH:9]=[CH:10][C:3]=12.[CH2:19]([N:26]1[CH:30]=[C:29](B2OC(C)(C)C(C)(C)O2)[CH:28]=[N:27]1)[C:20]1[CH:25]=[CH:24][CH:23]=[CH:22][CH:21]=1.C1(C)C=CC=CC=1.C(O)C.C(=O)([O-])[O-].[K+].[K+].O>C1C=CC([P]([Pd]([P](C2C=CC=CC=2)(C2C=CC=CC=2)C2C=CC=CC=2)([P](C2C=CC=CC=2)(C2C=CC=CC=2)C2C=CC=CC=2)[P](C2C=CC=CC=2)(C2C=CC=CC=2)C2C=CC=CC=2)(C2C=CC=CC=2)C2C=CC=CC=2)=CC=1>[CH2:19]([N:26]1[CH:30]=[C:29]([C:2]2[CH:7]=[CH:6][N:5]=[C:4]3[N:8]([CH2:11][O:12][CH2:13][CH2:14][Si:15]([CH3:18])([CH3:17])[CH3:16])[CH:9]=[CH:10][C:3]=23)[CH:28]=[N:27]1)[C:20]1[CH:25]=[CH:24][CH:23]=[CH:22][CH:21]=1 |f:4.5.6,^1:60,62,81,100|. Reported procedure: 4-Bromo-1-[2-(trimethylsilyl)ethoxy]methyl-1H-pyrrolo[2,3-b]pyridine (0.100 g, 0.000306 mol) was combined with 1-benzyl-4-(4,4,5,5-tetramethyl-1,3,2-dioxaborolan-2-yl)-1H-pyrazole (0.113 g, 0.000398 mol) in toluene (3.0 mL, 0.028 mol) and ethanol (0.5 mL, 0.008 mol). Potassium carbonate (0.084 g, 0.00061 mol) dissolved in water (1.0 mL, 0.056 mol) was added and the reaction mixture was degassed with nitrogen. Tetrakis(triphenylphosphine)palladium(0) (0.080 g, 0.000069 mol) was added, and again t... Reactants: C(C)(C)(C)OC(=O)N(CC=1NC=CN1)CC1=CC=C(C(=O)O)C=C1 (4-{[t-butoxycarbonyl-(1H-imidazol-2-ylmethyl)-amino]-methyl}-benzoic acid), CCN=C=NCCCN(C)C.Cl (WSCI hydrochloride), C=1C=CC2=C(C1)N=NN2O (HOBt), C(CC)N(CCCCN)CCC (N,N-dipropylbutane-1,4-diamine). Solvent: C(Cl)(Cl)Cl (chloroform), C(C)N(CC)CC (triethylamine), CN(C)C=O (DMF). Reaction conditions: time 23 hour. The product is C(C)(C)(C)OC(N(CC=1NC=CN1)CC1=CC=C(C=C1)C(NCCCCN(CCC)CCC)=O)=O ([4-(4-dipropylamino-butylcarbamoyl)-benzyl]-(1H-imidazol-2-ylmethyl)-carbamic acid t-butyl ester). Yield: 29.4%. Reaction SMILES: [CH2:1]([N:4]([CH2:10][CH2:11][CH3:12])[CH2:5][CH2:6][CH2:7][CH2:8][NH2:9])[CH2:2][CH3:3].CCN=C=NCCCN(C)C.Cl.C1C=CC2N(O)N=NC=2C=1.[C:35]([O:39][C:40]([N:42]([CH2:49][C:50]1[CH:58]=[CH:57][C:53]([C:54](O)=[O:55])=[CH:52][CH:51]=1)[CH2:43][C:44]1[NH:45][CH:46]=[CH:47][N:48]=1)=[O:41])([CH3:38])([CH3:37])[CH3:36]>CN(C=O)C.C(Cl)(Cl)Cl.C(N(CC)CC)C>[C:35]([O:39][C:40](=[O:41])[N:42]([CH2:49][C:50]1[CH:51]=[CH:52][C:53]([C:54](=[O:55])[NH:9][CH2:8][CH2:7][CH2:6][CH2:5][N:4]([CH2:1][CH2:2][CH3:3])[CH2:10][CH2:11][CH3:12])=[CH:57][CH:58]=1)[CH2:43][C:44]1[NH:48][CH:47]=[CH:46][N:45]=1)([CH3:38])([CH3:36])[CH3:37] |f:1.2|. Procedure: The compound (203 mg) obtained in Example 1-2 was dissolved in DMF (5.0 ml) and chloroform (5.0 ml), and then added with triethylamine (0.374 ml), WSCI hydrochloride (382 mg), HOBt (200 mg), and the compound (463 mg) obtained in Example 6-1. The whole was stirred at room temperature for 23 hours. After completion of the reaction, the solvent was distilled off. Then, the resultant was added with chloroform and washed with water and a saturated saline solution, followed by drying with anhydrous so... Reactants: Oc1ccc(Br)cc1-c1ccc2nonc2c1, O=C([O-])[O-], CI, CN(C)C=O, [K+], [K+], O. The product is COc1ccc(Br)cc1-c1ccc2nonc2c1. Reaction SMILES: [Br:1][c:2]1[cH:3][c:4](-[c:9]2[cH:10][cH:11][c:12]3[c:13]([n:14][o:15][n:16]3)[cH:17]2)[c:5]([OH:8])[cH:6][cH:7]1.[C:18](=[O:19])([O-:20])[O-:21].[CH3:24][I:25].[CH3:27][N:28]([CH3:29])[CH:30]=[O:31].[K+:22].[K+:23].[OH2:26]>>[Br:1][c:2]1[cH:3][c:4](-[c:9]2[cH:10][cH:11][c:12]3[c:13]([n:14][o:15][n:16]3)[cH:17]2)[c:5]([O:8][CH3:18])[cH:6][cH:7]1. Reaction SMILES: [CH2:44]([Cl:45])[Cl:46].[F:1][c:2]1[c:3](-[c:9]2[cH:10][cH:11][c:12]([CH:15]([CH3:16])[N:17]3[C:18](=[O:33])[O:19][C:20]([CH2:23][CH2:24][OH:25])([c:26]4[cH:27][cH:28][c:29]([F:32])[cH:30][cH:31]4)[CH2:21][CH2:22]3)[cH:13][cH:14]2)[cH:4][cH:5][c:6]([F:8])[cH:7]1.[P:40]([Br:41])([Br:42])[Br:43].[cH:34]1[cH:35][cH:36][n:37][cH:38][cH:39]1>>[F:1][c:2]1[c:3](-[c:9]2[cH:10][cH:11][c:12]([CH:15]([CH3:16])[N:17]3[C:18](=[O:33])[O:19][C:20]([CH2:23][CH2:24][Br:41])([c:26]4[cH:27][cH:28][c:29]([F:32])[cH:30][cH:31]4)[CH2:21][CH2:22]3)[cH:13][cH:14]2)[cH:4][cH:5][c:6]([F:8])[cH:7]1. Starting materials: ClCCl, CC(c1ccc(-c2ccc(F)cc2F)cc1)N1CCC(CCO)(c2ccc(F)cc2)OC1=O, BrP(Br)Br, c1ccncc1. The product is CC(c1ccc(-c2ccc(F)cc2F)cc1)N1CCC(CCBr)(c2ccc(F)cc2)OC1=O.